From a dataset of the Open Reaction Database (ORD), a public repository of structured organic reaction records. describe an organic reaction: reactants, conditions, products, and yield Reactants: FC=1C=C(C=C(C1N1C=NC=C1)F)C1=NOC(C1)CNC(C)=O ((-)-N-[[3-[3,5-Difluoro-4-(1H-imidazol-1-yl)phenyl]-4,5-dihydro-5-isoxazolyl]methyl]acetamide), COC1=CC=C(C=C1)P1(SP(S1)(C1=CC=C(C=C1)OC)=S)=S (2,4-bis(4-methoxyphenyl)-1,3-dithia-2,4-diphosphetane-2,4-disulfide), C(Cl)Cl (CH2Cl2). Solvent: O (water), O1CCOCC1 (1,4-dioxane). Reaction conditions: time 18 hour. The product is FC=1C=C(C=C(C1N1C=NC=C1)F)C1=NOC(C1)CNC(C)=S (N-[[3-[3,5-Difluoro-4-(1H-imidazol-1-yl)phenyl]-4,5-dihydro-5-isoxazolyl]methyl]ethanethioamide). Yield: 75.7%. Reaction SMILES: [F:1][C:2]1[CH:3]=[C:4]([C:14]2[CH2:18][CH:17]([CH2:19][NH:20][C:21](=O)[CH3:22])[O:16][N:15]=2)[CH:5]=[C:6]([F:13])[C:7]=1[N:8]1[CH:12]=[CH:11][N:10]=[CH:9]1.COC1C=CC(P2(=S)SP(=S)(C3C=CC(OC)=CC=3)[S:33]2)=CC=1.C(Cl)Cl>O1CCOCC1.O>[F:1][C:2]1[CH:3]=[C:4]([C:14]2[CH2:18][CH:17]([CH2:19][NH:20][C:21](=[S:33])[CH3:22])[O:16][N:15]=2)[CH:5]=[C:6]([F:13])[C:7]=1[N:8]1[CH:12]=[CH:11][N:10]=[CH:9]1. Procedure details: A mixture of the final product of Example 28 (150 mg) and [2,4-bis(4-methoxyphenyl)-1,3-dithia-2,4-diphosphetane-2,4-disulfide (Lawesson's Reagent) (189 mg) in 1,4-dioxane (5 mL) is heated at reflux for 1.5 hours and stirred at ambient temperature. After 18 hours, TLC analysis (5% CH3 0H--CH2Cl2) indicated the reaction to be complete. The mixture is diluted with water (50 mL), extracted with EtOAc (3×25 mL), dried over Na2SO4, filtered and concentrated under reduced pressure to a light yellow so...